From a dataset of the Open Reaction Database (ORD), a public repository of structured organic reaction records. describe an organic reaction: reactants, conditions, products, and yield Starting materials: O=C1CCC(=O)N1Br, ClCCl, Fc1ccc(-c2cn3ccncc3n2)cc1. The product is Fc1ccc(-c2nc3cnccn3c2Br)cc1. Reaction SMILES: [Br:17][N:18]1[C:19](=[O:20])[CH2:21][CH2:22][C:23]1=[O:24].[Cl:25][CH2:26][Cl:27].[F:1][c:2]1[cH:3][cH:4][c:5](-[c:8]2[n:9][c:10]3[n:11]([cH:12][cH:13][n:14][cH:15]3)[cH:16]2)[cH:6][cH:7]1>>[F:1][c:2]1[cH:3][cH:4][c:5](-[c:8]2[n:9][c:10]3[n:11]([cH:12][cH:13][n:14][cH:15]3)[c:16]2[Br:17])[cH:6][cH:7]1.